From a dataset of the Open Reaction Database (ORD), a public repository of structured organic reaction records. describe an organic reaction: reactants, conditions, products, and yield Starting materials: D4, FC1=C(C#N)C=C(C=C1)C=O (2-fluoro-5-formylbenzonitrile), FC1=C(C#N)C=C(C=C1)O (2-fluoro-5-hydroxybenzonitrile). The product is C(#N)C=1C=C(OC2=C(C#N)C=C(C=C2)C=O)C=CC1F (2-(3-cyano-4-fluorophenoxy)-5-formylbenzonitrile). RXN SMILES: F[C:2]1[CH:9]=[CH:8][C:7]([CH:10]=[O:11])=[CH:6][C:3]=1[C:4]#[N:5].[F:12][C:13]1[CH:20]=[CH:19][C:18]([OH:21])=[CH:17][C:14]=1[C:15]#[N:16]>>[C:15]([C:14]1[CH:17]=[C:18]([CH:19]=[CH:20][C:13]=1[F:12])[O:21][C:2]1[CH:9]=[CH:8][C:7]([CH:10]=[O:11])=[CH:6][C:3]=1[C:4]#[N:5])#[N:16]. Procedure details: The title compound was prepared by a procedure similar to that described for D4 starting from 2-fluoro-5-formylbenzonitrile and 2-fluoro-5-hydroxybenzonitrile. The reactants are CC1C(C2=CC=CC=C2C1)=O ((+/-)-2-methyl-1-indanone), CCOCC (ether), methylMgl solution, 1L, O (water), Cl (HCl), C(C)OCC (diethyl ether). Yields the product CC1C(=CC2=CC=CC=C12)C (1,2-Dimethylindene). Isolated yield 99.0%. As a reaction SMILES: [CH3:1][CH:2]1[CH2:10][C:9]2[C:4](=[CH:5][CH:6]=[CH:7][CH:8]=2)[C:3]1=O.O.Cl.[CH2:14](OCC)C>>[CH3:14][CH:3]1[C:4]2[C:9](=[CH:8][CH:7]=[CH:6][CH:5]=2)[CH:10]=[C:2]1[CH3:1]. Procedure details: To a stirred solution of 15.02 g (103 mmoles) of (+/-)-2-methyl-1-indanone in 200 mL of anhydrous diethyl ether at -78° C. under an argon atmosphere was injected 50 mL of a 3.0 M methylMgl solution in ether (150 mmoles MeMgl). The reaction was allowed to slowly warm to room temperature over three hours and then it was heated at 35° C. for 1 hour. The reaction was poured into 1L of water, and concentrated HCl was slowly added until a pH of 1 was achieved. The mixture was transferred to a separato... The reactants are N1C=NC=C1 (imidazole), ClC=1N=C(C2=C(N1)SC(=C2)C(F)(F)F)NCCC2=CC1=C(C=C2)OCO1 (2-chloro-6-trifluoromethyl-4-(3,4-methylenedioxyphenethylamino)-thieno-[2,3-d]-pyrimidine). The product is N1(C=NC=C1)C=1N=C(C2=C(N1)SC(=C2)C(F)(F)F)NCCC2=CC1=C(C=C2)OCO1 (2-(imidazol-1-yl)-6-trifluoromethyl-4-(3,4-methylenedioxyphenethylamino)-thieno-[2,3-d]-pyrimidine). RXN SMILES: [NH:1]1[CH:5]=[CH:4][N:3]=[CH:2]1.Cl[C:7]1[N:8]=[C:9]([NH:20][CH2:21][CH2:22][C:23]2[CH:28]=[CH:27][C:26]3[O:29][CH2:30][O:31][C:25]=3[CH:24]=2)[C:10]2[CH:15]=[C:14]([C:16]([F:19])([F:18])[F:17])[S:13][C:11]=2[N:12]=1>>[N:1]1([C:7]2[N:8]=[C:9]([NH:20][CH2:21][CH2:22][C:23]3[CH:28]=[CH:27][C:26]4[O:29][CH2:30][O:31][C:25]=4[CH:24]=3)[C:10]3[CH:15]=[C:14]([C:16]([F:17])([F:19])[F:18])[S:13][C:11]=3[N:12]=2)[CH:5]=[CH:4][N:3]=[CH:2]1. Reported procedure: Following the procedure of Example 97, the reaction of imidazole with 2-chloro-6-trifluoromethyl-4-(3,4-methylenedioxyphenethylamino)-thieno-[2,3-d]-pyrimidine gives 2-(imidazol-1-yl)-6-trifluoromethyl-4-(3,4-methylenedioxyphenethylamino)-thieno-[2,3-d]-pyrimidine. The reactants are C(C1=CC=CC=C1)N([C@H](C1=CC=CC=C1)C)[C@H]([C@H](C(=O)OC(C)(C)C)C)C (tert-butyl (2R,3S,αS)-3-(N-benzyl-N-α-methylbenzylamino)-2-methyl-butyrate). Reagents/catalysts: [OH-].[OH-].[Pd+2] (Pd(OH)2 on carbon). The solvent is CCO (EtOH). Reaction conditions: time 48 hour. Product: C(C)(C)(C)OC([C@@H]([C@H](C)N)C)=O ((2R,3S)-3-Amino-2-methyl-butyric acid tert-butyl ester). Yield: 79.4%. RXN SMILES: C([N:8]([C@@H:17]([CH3:27])[C@@H:18]([CH3:26])[C:19]([O:21][C:22]([CH3:25])([CH3:24])[CH3:23])=[O:20])[C@@H](C)C1C=CC=CC=1)C1C=CC=CC=1>CCO.[OH-].[OH-].[Pd+2]>[C:22]([O:21][C:19](=[O:20])[C@H:18]([CH3:26])[C@@H:17]([NH2:8])[CH3:27])([CH3:24])([CH3:23])[CH3:25] |f:2.3.4|. Procedure: A mixture of tert-butyl (2R,3S,αS)-3-(N-benzyl-N-α-methylbenzylamino)-2-methyl-butyrate (458 mg, 1.25 mmol) and 20% Pd(OH)2 on carbon (200 mg) in EtOH (10 mL) was stirred under H2 atmosphere (1 atm) for 48 h, then filtered through a pad of Celite. The filtrate was concentrated to give 172 mg of the title compound, which was used in the next step without purification. 1H NMR (CDCl3, 200 MHz): δ=8.4 (broad), 3.45-3.65 (m, 1H), 2.70-2.80 (m, 1H), 1.46 (s, 9H), 1.42 (d, 3H, J=7.0 Hz), 1.29 (d, 3H, J... The reactants are C(=O)(C)[O-].[NH4+] (AcONH4), ice, [Si](C)(C)(C(C)(C)C)OC[C@@H](CCN1C=CC2=CC=CC=C12)N1C=NC(=C1)C(=O)N (1-[(R)-1-(tert-butyldimethylsilyloxy)-4-(1-indolyl)-2-butyl]imidazole-4-carboxamide), [N+](CCCC)(CCCC)(CCCC)CCCC.[F-] (Bu4NF). The solvent is C1CCOC1 (THF), C1CCOC1 (THF). Run at time 30 minute. Product: OC[C@@H](CCN1C=CC2=CC=CC=C12)N1C=NC(=C1)C(=O)N (1-[(R)-1-hydroxy-4-(1-indolyl)-2-butyl]imidazole-4-carboxamide). Isolated yield 64.1%. As a reaction SMILES: [Si]([O:8][CH2:9][C@H:10]([N:22]1[CH:26]=[C:25]([C:27]([NH2:29])=[O:28])[N:24]=[CH:23]1)[CH2:11][CH2:12][N:13]1[C:21]2[C:16](=[CH:17][CH:18]=[CH:19][CH:20]=2)[CH:15]=[CH:14]1)(C(C)(C)C)(C)C.[N+](CCCC)(CCCC)(CCCC)CCCC.[F-].C([O-])(C)=O.[NH4+]>C1COCC1>[OH:8][CH2:9][C@H:10]([N:22]1[CH:26]=[C:25]([C:27]([NH2:29])=[O:28])[N:24]=[CH:23]1)[CH2:11][CH2:12][N:13]1[C:21]2[C:16](=[CH:17][CH:18]=[CH:19][CH:20]=2)[CH:15]=[CH:14]1 |f:1.2,3.4|. Reported procedure: To an ice cooled solution of 1-[(R)-1-(tert-butyldimethylsilyloxy)-4-(1-indolyl)-2-butyl]imidazole-4-carboxamide (176.3 mg, 0.427 mmol) in THF (5 ml) was added dropwise 1.0 M Bu4NF in THF (641 ml). After the addition was completed, the reaction mixture was stirred at ice-bath temperature for 30 minutes. 25% AcONH4 (4 ml) was added, and the resulting mixture was stirred for several minutes and then extracted with ethyl acetate. The organic layer was washed with brine, dried (sodium sulfate) and c...